The task is: describe an organic reaction: reactants, conditions, products, and yield. This data is from the Open Reaction Database (ORD), a public repository of structured organic reaction records. Yields the product N1=CC=C(C=C1)C1=CC=CC=C1C1=CC=2C(C3=CC(=CC=C3C2C=C1)C1=CC=CC=2C3=CC=CC=C3C(C12)(CCCCCC)CCCCCC)(CCCCCCCC)CCCCCCCC (2-(6-p-pyridyl-phenyl)-7-(9,9-dihexylfluorenyl)-9,9-dioctylfluorene). Solvent: C1(=CC=CC=C1)C (toluene), O (water). The reactants are N1=CC=C(C=C1)C1=CC=CC=C1C1=CC=2C(C3=CC(=CC=C3C2C=C1)I)(CCCCCCCC)CCCCCCCC (2-(6-p-pyridyl-phenyl)-7-iodo-9,9-dioctylfluorene), 2-(4,4,5,5 tetramethyl-1,3,2-dioxaborolane) 9,9-dihexylfluorene. The reagents and catalysts are C=1C=CC(=CC1)[P](C=2C=CC=CC2)(C=3C=CC=CC3)[Pd]([P](C=4C=CC=CC4)(C=5C=CC=CC5)C=6C=CC=CC6)([P](C=7C=CC=CC7)(C=8C=CC=CC8)C=9C=CC=CC9)[P](C=1C=CC=CC1)(C=1C=CC=CC1)C=1C=CC=CC1 (Pd(PPh3)4). Reaction conditions: temperature 110 celsius, time 48 hour. Procedure: To a solution of 400 mg (0.60 mmol) of 2-(6-p-pyridyl-phenyl)-7-iodo-9,9-dioctylfluorene, 362 mg (0.60 mmol) of 2-(4,4,5,5 tetramethyl-1,3,2-dioxaborolane)-9,9-dihexylfluorene in 10 mL of toluene was added: 4 mg (0.004 mmol) Pd(PPh3)4 and 2.5 ml of an 20% (3.1 mmol) Et4NOH solution in water. This two-phase reaction mixture was stirred for 48 h at 110° C. after which it was extracted using dichloromethane/water. The organic layer was dried on MgSO4 and the solvents were removed under reduced pres... As a reaction SMILES: [N:1]1[CH:6]=[CH:5][C:4]([C:7]2[C:12]([C:13]3[CH:25]=[CH:24][C:23]4[C:22]5[C:17](=[CH:18][C:19](I)=[CH:20][CH:21]=5)[C:16]([CH2:35][CH2:36][CH2:37][CH2:38][CH2:39][CH2:40][CH2:41][CH3:42])([CH2:27][CH2:28][CH2:29][CH2:30][CH2:31][CH2:32][CH2:33][CH3:34])[C:15]=4[CH:14]=3)=[CH:11][CH:10]=[CH:9][CH:8]=2)=[CH:3][CH:2]=1>C1(C)C=CC=CC=1.O.C1C=CC([P]([Pd]([P](C2C=CC=CC=2)(C2C=CC=CC=2)C2C=CC=CC=2)([P](C2C=CC=CC=2)(C2C=CC=CC=2)C2C=CC=CC=2)[P](C2C=CC=CC=2)(C2C=CC=CC=2)C2C=CC=CC=2)(C2C=CC=CC=2)C2C=CC=CC=2)=CC=1>[N:1]1[CH:6]=[CH:5][C:4]([C:7]2[C:12]([C:13]3[CH:25]=[CH:24][C:23]4[C:22]5[C:17](=[CH:18][C:19]([C:18]6[C:17]7[C:16]([CH2:35][CH2:36][CH2:37][CH2:38][CH2:39][CH3:40])([CH2:27][CH2:28][CH2:29][CH2:30][CH2:31][CH3:32])[C:15]8[C:23](=[CH:24][CH:25]=[CH:13][CH:14]=8)[C:22]=7[CH:21]=[CH:20][CH:19]=6)=[CH:20][CH:21]=5)[C:16]([CH2:35][CH2:36][CH2:37][CH2:38][CH2:39][CH2:40][CH2:41][CH3:42])([CH2:27][CH2:28][CH2:29][CH2:30][CH2:31][CH2:32][CH2:33][CH3:34])[C:15]=4[CH:14]=3)=[CH:11][CH:10]=[CH:9][CH:8]=2)=[CH:3][CH:2]=1 |^1:54,56,75,94|. Starting materials: C(C)(C)N1N=CC(=C1)C1=CC=2N(C(=N1)C=1C=NNC1)C=CN2 (7-(1-isopropyl-1H-pyrazol-4-yl)-5-(1H-pyrazol-4-yl)imidazo[1,2-c]pyrimidine), C(#N)C=C1CN(C1)C(=O)OC(C)(C)C (tert-butyl 3-(cyanomethylene)azetidine-1-carboxylate). Yields the product C(#N)CC1(CN(C1)C(=O)OC(C)(C)C)N1N=CC(=C1)C1=NC(=CC=2N1C=CN2)C=2C=NN(C2)C(C)C (tert-butyl 3-(cyanomethyl)-3-(4-(7-(1-isopropyl-1H-pyrazol-4-yl)imidazo[1,2-c]pyrimidin-5-yl)-1H-pyrazol-1-yl)azetidine-1-carboxylate). Isolated yield 64.0%. Reaction SMILES: [CH:1]([N:4]1[CH:8]=[C:7]([C:9]2[N:14]=[C:13]([C:15]3[CH:16]=[N:17][NH:18][CH:19]=3)[N:12]3[CH:20]=[CH:21][N:22]=[C:11]3[CH:10]=2)[CH:6]=[N:5]1)([CH3:3])[CH3:2].[C:23]([CH:25]=[C:26]1[CH2:29][N:28]([C:30]([O:32][C:33]([CH3:36])([CH3:35])[CH3:34])=[O:31])[CH2:27]1)#[N:24]>>[C:23]([CH2:25][C:26]1([N:17]2[CH:16]=[C:15]([C:13]3[N:12]4[CH:20]=[CH:21][N:22]=[C:11]4[CH:10]=[C:9]([C:7]4[CH:6]=[N:5][N:4]([CH:1]([CH3:3])[CH3:2])[CH:8]=4)[N:14]=3)[CH:19]=[N:18]2)[CH2:29][N:28]([C:30]([O:32][C:33]([CH3:36])([CH3:35])[CH3:34])=[O:31])[CH2:27]1)#[N:24]. Reported procedure: 7-(1-isopropyl-1H-pyrazol-4-yl)-5-(1H-pyrazol-4-yl)imidazo[1,2-c]pyrimidine (Example 34, Step B) was reacted in the same manner as Example 34, Step C, replacing 3-cyclopropylacrylonitrile with tert-butyl 3-(cyanomethylene)azetidine-1-carboxylate (Preparation F, Step A) to obtain tert-butyl 3-(cyanomethyl)-3-(4-(7-(1-isopropyl-1H-pyrazol-4-yl)imidazo[1,2-c]pyrimidin-5-yl)-1H-pyrazol-1-yl)azetidine-1-carboxylate (0.090 g, 0.1846 mmol, 64% yield). MS (apci) m/z=488.3 (M+H). The reactants are three, [OH-].[Na+] (NaOH), C(C1=CC=CC=C1)OC1=C(OC[C@@H]2OC2)C=CC(=C1)[N+](=O)[O-] ((2R)-2-{[2-(benzyloxy)-4-nitrophenoxy]methyl}oxirane), C(=O)[O-].[Na+] (sodium formate), C(=O)O (formic acid). Reagents/catalysts: [Pd] (palladium). Run in C(C)O (ethanol). Conditions: time 4 hour. Yields the product [N+](=O)([O-])C=1C=CC2=C(O[C@H](CO2)CO)C1 ([(2S)-7-nitro-2,3-dihydro-1,4-benzodioxin-2-yl]methanol). RXN SMILES: C([O:8][C:9]1[CH:19]=[C:18]([N+:20]([O-:22])=[O:21])[CH:17]=[CH:16][C:10]=1[O:11][CH2:12][C@H:13]1[CH2:15][O:14]1)C1C=CC=CC=1.C([O-])=O.[Na+].C(O)=O.[OH-].[Na+]>[Pd].C(O)C>[N+:20]([C:18]1[CH:17]=[CH:16][C:10]2[O:11][CH2:12][C@H:13]([CH2:15][OH:14])[O:8][C:9]=2[CH:19]=1)([O-:22])=[O:21] |f:1.2,4.5|. Reported procedure: A 1 L three necked flask equipped with a mechanical stirrer, thermocouple and heating mantle is charged with (2R)-2-{[2-(benzyloxy)-4-nitrophenoxy]methyl}oxirane (50.00 g, 0.17 mol), ethanol (400 mL) N-methyl-2-pyrrolidone (100 mL) and palladium (5% on carbon, 50% water, 7.5 g). The mixture is heated to an internal temperature of 45° C., at which point a solution of sodium formate (1.40 g, 0.022 mol) in 95% formic acid (8.40 mL, 0.208 mol) is added over 5 min. The reaction is monitored by LCMS, ... The reactants are Oc1ccccc1Br, CC1(C)CCC(C)(C)c2cc(CCl)ccc21. Product: CC1(C)CCC(C)(C)c2cc(COc3ccccc3Br)ccc21. RXN SMILES: [Br:1][c:2]1[c:3]([OH:8])[cH:4][cH:5][cH:6][cH:7]1.[Cl:9][CH2:10][c:11]1[cH:12][c:13]2[c:18]([cH:19][cH:20]1)[C:17]([CH3:21])([CH3:22])[CH2:16][CH2:15][C:14]2([CH3:23])[CH3:24]>>[Br:1][c:2]1[c:3]([O:8][CH2:10][c:11]2[cH:12][c:13]3[c:18]([cH:19][cH:20]2)[C:17]([CH3:21])([CH3:22])[CH2:16][CH2:15][C:14]3([CH3:23])[CH3:24])[cH:4][cH:5][cH:6][cH:7]1.